This data is from the Open Reaction Database (ORD), a public repository of structured organic reaction records. The task is: describe an organic reaction: reactants, conditions, products, and yield The reactants are O1C(OCC1)C=1C=C(OC2=C(C(NC(N2)=O)=O)C(C)C)C=C(C1)C (6-(3-[1,3]dioxolan-2-yl-5-methyl-phenoxy)-5-isopropyl-1H-pyrimidine-2,4-dione), CC1=CC=C(C=C1)S(=O)(=O)[O-].C1=CC=[NH+]C=C1 (PPTS). Reagents/catalysts: O (water). The solvent is CC(=O)C (acetone). The product is C(C)(C)C1=C(NC(NC1=O)=O)OC=1C=C(C=O)C=C(C1)C (3-(5-Isopropyl-2,6-dioxo-1,2,3,6-tetrahydro-pyrimidin-4-yloxy)-5-methyl-benzaldehyde). Isolated yield 89.3%. Reaction SMILES: [O:1]1CCO[CH:2]1[C:6]1[CH:7]=[C:8]([CH:21]=[C:22]([CH3:24])[CH:23]=1)[O:9][C:10]1[NH:15][C:14](=[O:16])[NH:13][C:12](=[O:17])[C:11]=1[CH:18]([CH3:20])[CH3:19].CC1C=CC(S([O-])(=O)=O)=CC=1.C1C=C[NH+]=CC=1>O.CC(C)=O>[CH:18]([C:11]1[C:12](=[O:17])[NH:13][C:14](=[O:16])[NH:15][C:10]=1[O:9][C:8]1[CH:7]=[C:6]([CH:23]=[C:22]([CH3:24])[CH:21]=1)[CH:2]=[O:1])([CH3:20])[CH3:19] |f:1.2|. Procedure: A mixture of 6-(3-[1,3]dioxolan-2-yl-5-methyl-phenoxy)-5-isopropyl-1H-pyrimidine-2,4-dione (1.33 g, 4 mmol), PPTS (201 mg, 0.8 mmol), and water (10 drops) in acetone (20 ml) was heated under reflux for 4 hr. After cooling to room temperature, the mixture was evaporated in vacuo and the residue was purified by silica gel column chromatography (eluent, CHCl3: methanol (95:5)) to afford 1.03 g (89%) of a white solid. m.p. 241-242° C.; 1H NMR (200 MHz, CD3OD/CDCl3) δ 1.03 (6H, d, J=7.2 Hz), 2.34 (3H...